From a dataset of the Open Reaction Database (ORD), a public repository of structured organic reaction records. describe an organic reaction: reactants, conditions, products, and yield Starting materials: N1C=NC(=C1)C#N (1H-imidazole-4-carbonitrile), C[Si](C)(C)CCOCCl (SEMCl), [H-].[Na+] (NaH). The solvent is C1CCOC1 (THF). Run at time 18 hour. Yields the product C[Si](CCOCN1C=NC(=C1)C#N)(C)C (1-(2-trimethylsilanyl-ethoxymethyl)-1H-imidazole-4-carbonitrile). The yield is 37.0%. Reaction SMILES: [H-].[Na+].[NH:3]1[CH:7]=[C:6]([C:8]#[N:9])[N:5]=[CH:4]1.[CH3:10][Si:11]([CH2:14][CH2:15][O:16][CH2:17]Cl)([CH3:13])[CH3:12]>C1COCC1>[CH3:10][Si:11]([CH3:13])([CH3:12])[CH2:14][CH2:15][O:16][CH2:17][N:3]1[CH:7]=[C:6]([C:8]#[N:9])[N:5]=[CH:4]1 |f:0.1|. Procedure details: To a round bottom flask was added NaH (60% in mineral oil) (200 mg, 5.22 mmol) in dry THF (12 ml), followed by the addition of 1H-imidazole-4-carbonitrile (400 mg, 4.3 mmol), SEMCl (1433 mg, 8.6 mmol). The reaction mixture was stirred at room temperature for 18 h. The reaction mixture was concentrated in vacuo. The residue was dissolved in EtOAc/sat. NaHCO3. The organic phase was separated, washed with water, brine, dried over anhy. Na2SO4, filtered and concentrated. The resulting residue was pu...